This data is from the Open Reaction Database (ORD), a public repository of structured organic reaction records. The task is: describe an organic reaction: reactants, conditions, products, and yield Product: C(=O)[O-].C(=O)[O-].C(=O)[O-].C(=O)[O-].[Na+].[Na+].[Na+].[Na+] (Sodium tetra-formate). Starting materials: C(=O)[O-].C(=O)[O-].[K+].[K+] (Potassium diformate), ammonium diformates, C(=O)[O-].C(=O)[O-].[Na+].[Na+] (Sodium diformate). Reaction SMILES: [CH:1]([O-:3])=[O:2].[CH:4]([O-:6])=[O:5].[K+].[K+].[CH:9]([O-:11])=[O:10].[CH:12]([O-:14])=[O:13].[Na+:15].[Na+]>>[CH:1]([O-:3])=[O:2].[CH:4]([O-:6])=[O:5].[CH:9]([O-:11])=[O:10].[CH:12]([O-:14])=[O:13].[Na+:15].[Na+:15].[Na+:15].[Na+:15] |f:0.1.2.3,4.5.6.7,8.9.10.11.12.13.14.15|. Procedure details: Potassium diformate is a most stable crystalline salt having a decomposition temperature above 120° C. while ammonium diformates are less stable and decompose in the range 20-25° C. Sodium diformate is reported to decompose in the range 100-120° C. Sodium tetra-formate can also be formed according to a similar reaction mechanism. When these salts decompose, acid is released. The reactants are stainless steel, proton sponge formate, COC(C1=CC(=C(C(=C1)[N+](=O)[O-])OS(=O)(=O)C(F)(F)F)OC)OC (3-Methoxy-5-nitro-4-trifluoromethanesulfonyloxy benzaldehyde dimethyl acetal), CC#N (CH3CN), teflon. The reagents and catalysts are C(C)(=O)[O-].[Pd+2].C(C)(=O)[O-] (palladium (II) acetate), C1(=CC=CC=C1)P([C-]1C=CC=C1)C1=CC=CC=C1.[C-]1(C=CC=C1)P(C1=CC=CC=C1)C1=CC=CC=C1.[Fe+2] (1,1'-bis(diphenylphosphino)ferrocene). Solvent: CCOC(=O)C (EtOAc). Conditions: temperature 90 celsius. Product: COC(C1=CC(=CC(=C1)[N+](=O)[O-])OC)OC (3-Methoxy-5-nitro-benzaldehyde dimethyl acetal). Yield: 35.3%. As a reaction SMILES: [CH3:1][O:2][CH:3]([O:23][CH3:24])[C:4]1[CH:9]=[C:8]([N+:10]([O-:12])=[O:11])[C:7](OS(C(F)(F)F)(=O)=O)=[C:6]([O:21][CH3:22])[CH:5]=1.CC#N>CCOC(C)=O.C([O-])(=O)C.[Pd+2].C([O-])(=O)C.C1(P(C2C=CC=CC=2)[C-]2C=CC=C2)C=CC=CC=1.[C-]1(P(C2C=CC=CC=2)C2C=CC=CC=2)C=CC=C1.[Fe+2]>[CH3:24][O:23][CH:3]([O:2][CH3:1])[C:4]1[CH:9]=[C:8]([N+:10]([O-:12])=[O:11])[CH:7]=[C:6]([O:21][CH3:22])[CH:5]=1 |f:3.4.5,6.7.8|. Reported procedure: 5-Nitrophenyl triflate 26 (7 g, 18.7 mmol), palladium (II) acetate (88 mg, 0.39 mmol), 1,1'-bis(diphenylphosphino)ferrocene (430 mg, 0.78 mmol) and hpic grade CH3CN (10 ml) were mixed well in a teflon-lined stainless steel bomb. After adding freshly made, pulverized proton sponge formate (5.1 g, 19.6 mmol), the bomb was sealed and heated at 90° C. for 2 h. The reaction mixture was take up in EtOAc, passed through a silica gel plug, and then purified on a silica gel column, eluting with 0-30% EtO... Reactants: Cl (hydrochloric acid), C(C)/C(/C=C/C(=O)OCC)=C\C (ethyl (E,E)-4-ethyl-2,4-hexadienoate), [OH-].[Na+] (sodium hydroxide). Run in CO (methanol), O (water). Yields the product C(C)/C(/C=C/C(=O)O)=C\C ((E,E)-4-ethyl-2,4-hexadienoic acid). Isolated yield 97.1%. Reaction SMILES: [CH2:1](/[C:3](=[CH:11]\[CH3:12])/[CH:4]=[CH:5]/[C:6]([O:8]CC)=[O:7])[CH3:2].[OH-].[Na+].Cl>CO.O>[CH2:11](/[C:3](=[CH:1]\[CH3:2])/[CH:4]=[CH:5]/[C:6]([OH:8])=[O:7])[CH3:12] |f:1.2|. Reported procedure: To a solution of 20.0 kg (119 mol) of ethyl (E,E)-4-ethyl-2,4-hexadienoate in 15 l of methanol is added a solution of 6.0 kg (150 mol) of sodium hydroxide in 60 l of water. The mixture is heated at 50°-55° C. for 1 hour and then cooled to 20°~25° C., poured into a 8%-hydrochloric acid solution at same temperature. The precipitate formed is collected by filtration, washed with 200 l of water and dried in vacuo overnight to give 16.2 kg of (E,E)-4-ethyl-2,4-hexadienoic acid (Yield 97.4%). The reactants are OC1=C(C(=NC2=CC=C(C=C12)[N+](=O)[O-])C(=O)OCC)C(=O)OCC (diethyl 4-hydroxy-6-nitroquinoline-2,3-dicarboxylate), C(C)(=O)O (acetic acid). Reagents/catalysts: [Fe] (iron). Run in C(C)O (ethanol). Product: NC=1C=C2C(=C(C(=NC2=CC1)C(=O)OCC)C(=O)OCC)O (Diethyl 6-amino-4-hydroxyquinoline-2,3-dicarboxylate). The yield is 75.1%. As a reaction SMILES: [OH:1][C:2]1[C:11]2[C:6](=[CH:7][CH:8]=[C:9]([N+:12]([O-])=O)[CH:10]=2)[N:5]=[C:4]([C:15]([O:17][CH2:18][CH3:19])=[O:16])[C:3]=1[C:20]([O:22][CH2:23][CH3:24])=[O:21].C(O)(=O)C>C(O)C.[Fe]>[NH2:12][C:9]1[CH:10]=[C:11]2[C:6](=[CH:7][CH:8]=1)[N:5]=[C:4]([C:15]([O:17][CH2:18][CH3:19])=[O:16])[C:3]([C:20]([O:22][CH2:23][CH3:24])=[O:21])=[C:2]2[OH:1]. Procedure: A stirred mixture of diethyl 4-hydroxy-6-nitroquinoline-2,3-dicarboxylate (4.4 g, 13 mM), powdered iron (6.6 g, 118 mM) and glacial acetic acid (18.5 g, 307 mM) in ethanol (80 mL) was refluxed for 20 hr under a nitrogen atmosphere. The reaction mixture was cooled and filtered and the filtrate was concentrated. The dark residue was chromatographed (eluant: methylene chloride/methanol; 98/2) over silical gel to provide (3.01 g, 75.3%) the title compound as light orange crystals, mp 219°-221° C.; M... Reactants: CC(C)(C)N(C(=O)[O-])C1CCN(C(=O)c2ccncc2Nc2ccc(I)cc2F)CC1, CCOCC, CO, ClCCl, Cl, O=C(O)C(F)(F)F. The product is NC1CCN(C(=O)c2ccncc2Nc2ccc(I)cc2F)CC1. Reaction SMILES: [C:1]([N:5]([C:2](=[O:3])[O-:4])[CH:9]1[CH2:10][CH2:11][N:12]([C:15]([c:16]2[c:17]([NH:22][c:23]3[c:24]([F:30])[cH:25][c:26]([I:29])[cH:27][cH:28]3)[cH:18][n:19][cH:20][cH:21]2)=[O:31])[CH2:13][CH2:14]1)([CH3:6])([CH3:7])[CH3:8].[CH2:45]([O:46][CH2:47][CH3:48])[CH3:49].[CH3:43][OH:44].[Cl:40][CH2:41][Cl:42].[ClH:32].[F:33][C:34]([F:35])([F:36])[C:37]([OH:38])=[O:39]>>[NH2:5][CH:9]1[CH2:10][CH2:11][N:12]([C:15]([c:16]2[c:17]([NH:22][c:23]3[c:24]([F:30])[cH:25][c:26]([I:29])[cH:27][cH:28]3)[cH:18][n:19][cH:20][cH:21]2)=[O:31])[CH2:13][CH2:14]1. Starting materials: Cl.FC(OC=1C=C(C=CC1)NN)F ((3-(Difluoromethoxy)phenyl)hydrazine hydrochloride), C(=O)C(C(=O)OCC)C=O (ethyl 2-formyl-3-oxopropanoate). The solvent is CCCCC (pentane), C(C)O (ethanol), C(C)O (ethanol). Conditions: temperature 0 celsius, time 8 hour. The product is FC(OC=1C=C(C=CC1)N1N=CC(=C1)C(=O)OCC)F (Ethyl 1-(3-(difluoromethoxy)phenyl)-1H-pyrazole-4-carboxylate). RXN SMILES: Cl.[F:2][CH:3]([F:13])[O:4][C:5]1[CH:6]=[C:7]([NH:11][NH2:12])[CH:8]=[CH:9][CH:10]=1.[CH:14]([CH:16]([CH:22]=O)[C:17]([O:19][CH2:20][CH3:21])=[O:18])=O>C(O)C.CCCCC>[F:2][CH:3]([F:13])[O:4][C:5]1[CH:6]=[C:7]([N:11]2[CH:22]=[C:16]([C:17]([O:19][CH2:20][CH3:21])=[O:18])[CH:14]=[N:12]2)[CH:8]=[CH:9][CH:10]=1 |f:0.1|. Reported procedure: (3-(Difluoromethoxy)phenyl)hydrazine hydrochloride (4.2 g, 19.9 mmol; CAS 479581-64-1) was suspended in ethanol (80 ml) and cooled to 0° C. A solution of ethyl 2-formyl-3-oxopropanoate (2.87 g, 19.9 mmol; CAS 80370-42-9) in ethanol (40 ml) was added, and the reaction was stirred overnight. The solvent was removed under reduced pressure and the residue partitioned between sodium bicarbonate solution and ethyl acetate. The organic layers were combined, dried (MgSO4) and evaporated to yield an oran... The reagents and catalysts are [Pt]=O (platinum oxide). Yields the product NCCCOC(=O)CCC1(OCCO1)C1=CC=C(C=C1)F (2-{2-[2-(Aminomethyl)ethoxycarbonyl]ethyl}-2-(4-fluorophenyl)-1,3-dioxolane). Reactants: C(#N)CCOC(=O)CCC1(OCCO1)C1=CC=C(C=C1)F (2-[2-(2-Cyanoethoxycarbonyl)ethyl]-2-(4-fluorophenyl)-1,3-dioxolane), C(C)(=O)O (acetic acid). Procedure: A Parr apparatus is charged with 450 g of the product obtained in Stage B, 900 ml of acetic acid, 3,000 ml of anhydrous ethanol and 20 g of platinum oxide. The mixture is hydrogenated at 5 bars at 45° C. When the theoretical volume has been absorbed, the catalyst is filtered off and the solvent is evaporated off under vacuum. The residue is taken up in 1 liter of water and the mixture is neutralized with sodium hydroxide and extracted with dichloromethane. The oil obtained is purified by chromat... RXN SMILES: [C:1]([CH2:3][CH2:4][O:5][C:6]([CH2:8][CH2:9][C:10]1([C:15]2[CH:20]=[CH:19][C:18]([F:21])=[CH:17][CH:16]=2)[O:14][CH2:13][CH2:12][O:11]1)=[O:7])#[N:2].C(O)(=O)C>[Pt]=O.C(O)C>[NH2:2][CH2:1][CH2:3][CH2:4][O:5][C:6]([CH2:8][CH2:9][C:10]1([C:15]2[CH:20]=[CH:19][C:18]([F:21])=[CH:17][CH:16]=2)[O:14][CH2:13][CH2:12][O:11]1)=[O:7]. Run in C(C)O (ethanol).